Dataset: the Open Reaction Database (ORD), a public repository of structured organic reaction records. Task: describe an organic reaction: reactants, conditions, products, and yield Starting materials: C(C1=CC=CC=C1)OC1C(C(CC1)C1=NN(C=N1)C)C1=CC=C(C=C1)F (1-(SR)-(Benzyloxy)-2-(RS)-(4-fluorophenyl)-3-(RS)-(1-methyl-1,2,4-triazol-3-yl)cyclopentane), CO (methanol). The reagents and catalysts are [Pd] (Pd/C). Product: OC1C(C(CC1)C1=NN=CN1C)C1=CC=C(C=C1)F (1-(SR)-(Hydroxy)-2-(RS)-(4-fluorophenyl)-3-(RS)-(4-methyl-1,2,4-triazol-3-yl)cyclopentane). As a reaction SMILES: C([O:8][CH:9]1[CH2:13][CH2:12][CH:11]([C:14]2[N:18]=[CH:17][N:16](C)[N:15]=2)[CH:10]1[C:20]1[CH:25]=[CH:24][C:23]([F:26])=[CH:22][CH:21]=1)C1C=CC=CC=1.[CH3:27]O>[Pd]>[OH:8][CH:9]1[CH2:13][CH2:12][CH:11]([C:14]2[N:18]([CH3:27])[CH:17]=[N:16][N:15]=2)[CH:10]1[C:20]1[CH:21]=[CH:22][C:23]([F:26])=[CH:24][CH:25]=1. Procedure: A solution of 275 mg of product from Step C in 5 mL of methanol and 0.5 mL of TTA was stirred with 100 mg of 10% Pd/C under a hydrogen balloon for 60 h. The reaction was filtered and concentrated. The residue was purified by flash chromatography eluting with 5 to 10% methanol in methylene chloride to obtain 220 mg of title compound. T.l.c. (5% methanol in methylene chloride) Rf =0.25. Mass spec (NH3 /CI): 262 (M+1).